Dataset: the Open Reaction Database (ORD), a public repository of structured organic reaction records. Task: describe an organic reaction: reactants, conditions, products, and yield The reactants are FC=1C(NC(NC1)=O)=O (5-fluorouracil), C12C(C3CC(CC(C1)C3)C2)CC(=O)O (2-adamantylacetic acid), C1(=CC=CC=C1)P(=O)(C1=CC=CC=C1)N=[N+]=[N-] (diphenyl phosphoryl azide), C12C(C3CC(CC(C1)C3)C2)CN=C=O (2-adamantylmethyl isocyanate). Solvent: N1=CC=CC=C1 (pyridine). Yields the product C12C(C3CC(CC(C1)C3)C2)CNC(=O)N2C(=O)NC(=O)C(=C2)F (1-[N-(2-Adamantylmethyl)carbamoyl]-5-fluorouracil). As a reaction SMILES: C12CC3CC(CC(C3)C1CC(O)=O)C2.C1(P(N=[N+]=[N-])(C2C=CC=CC=2)=O)C=CC=CC=1.[CH:32]12[CH2:41][CH:36]3[CH2:37][CH:38]([CH2:40][CH:34]([CH2:35]3)[CH:33]1[CH2:42][N:43]=[C:44]=[O:45])[CH2:39]2.[F:46][C:47]1[C:48](=[O:54])[NH:49][C:50](=[O:53])[NH:51][CH:52]=1>N1C=CC=CC=1>[CH:34]12[CH2:40][CH:38]3[CH2:37][CH:36]([CH2:41][CH:32]([CH2:39]3)[CH:33]1[CH2:42][NH:43][C:44]([N:51]1[CH:52]=[C:47]([F:46])[C:48](=[O:54])[NH:49][C:50]1=[O:53])=[O:45])[CH2:35]2. Procedure details: The reaction of 2-adamantylacetic acid and diphenyl phosphoryl azide in dry pyridine provided a solution comprising 2-adamantylmethyl isocyanate [I.R.: 2260 cm-1 ], which was reacted with 5-fluorouracil to provide 1-[N-(2-adamantylmethyl)carbamoyl]-5-floururacil substantially in the similar method to that of Example 45.